From a dataset of the Open Reaction Database (ORD), a public repository of structured organic reaction records. describe an organic reaction: reactants, conditions, products, and yield Procedure: A suspension of 2.42 g n-butylhydrazine hydrochloride in 15 mL tetrahydrofuran was degassed and stirred under nitrogen with cooling (water bath) while 1.68 g of powdered potassium hydroxide was added. Stirring and cooling continued as 0.86 g (0.015 mole) methyl isocyanate in 15 mL tetrahydrofuran was added dropwise. The resulting mixture was allowed to stir at room temperature overnight. The solution was filtered and the filtrate evaporated to yield a colorless liquid. Vacuum distillation gave 8... RXN SMILES: Cl.[CH2:2]([NH:6][NH2:7])[CH2:3][CH2:4][CH3:5].[CH3:8][N:9]=[C:10]=[O:11]>O1CCCC1>[CH3:8][NH:9][C:10]([N:6]([CH2:2][CH2:3][CH2:4][CH3:5])[NH2:7])=[O:11] |f:0.1|. Yield: 82.7%. Yields the product CNC(=O)N(N)CCCC (N-methyl-1-butylhydrazine-carboxamide). The reactants are Cl.C(CCC)NN (n-butylhydrazine hydrochloride), CN=C=O (methyl isocyanate). Solvent: O1CCCC1 (tetrahydrofuran), O1CCCC1 (tetrahydrofuran). Reactants: [Cl-].[Cl-].[Cl-].[Cl-].[Zr+4] (zirconium tetrachloride), CCCCCC (hexane), solution, C(CCC)[Li] (butyllithium), ligand, a5, CCCCCC (hexane). Run in C(Cl)Cl (methylene chloride), C(C)OCC (diethyl ether). Conditions: time 45 minute. Product: [CH-]1C=CC=C1.[CH-]1C=CC=C1.[Zr+2] (zirconocene). RXN SMILES: C([Li])CCC.[Cl-].[Cl-].[Cl-].[Cl-].[Zr+4:10].C[CH2:12][CH2:13][CH2:14][CH2:15][CH3:16]>C(OCC)C.C(Cl)Cl>[CH-:12]1[CH:13]=[CH:14][CH:15]=[CH:16]1.[CH-:12]1[CH:13]=[CH:14][CH:15]=[CH:16]1.[Zr+2:10] |f:1.2.3.4.5,9.10.11|. Procedure: 10 ml (25 mmol) of a 2.5M solution of butyllithium in hexane were added to a solution of 3.1 g (8.3 mmol) of the ligand system a5 in 30 ml of diethyl ether at room temperature under Ar protection. An orange coloration initially occurred, and after 45 minutes the solution became cloudy. After the mixture had been stirred overnight, 10 ml of hexane were added to the now beige-colored suspension and the mixture was filtered over a G3 frit. The precipitate was washed with 20 ml of hexane and dried u... Starting materials: OC1=C(C2=C(C(CCO2)=O)C=C1)CCC (2,3-dihydro-7-hydroxy-8-propyl-4H-1-benzopyran-4-one), C(C)OC(CCC(C1=CC(=C(C=C1)OCCCCCBr)CCC(=O)OCC)=O)=O (4-[(5-bromopentyl)oxy]-3-(3-ethoxy-3-oxopropyl)-γ-oxobenzenebutanoic acid ethyl ester). Run in C(C)O.C(C)(=O)OCC (ethanol ethyl acetate). Product: C(=O)(O)CCC=1C=C(C=CC1OCCCCCOC1=C(C2=C(C(CCO2)=O)C=C1)CCC)C(CCC(=O)O)=O (3-(2-Carboxyethyl)-4-[5-[(3,4-dihydro-4-oxo-8-propyl-2H-1-benzopyran-7-yl)oxy]pentyloxy]-γ-oxobenzenebutanoic Acid). Yield: 57.7%. RXN SMILES: [OH:1][C:2]1[CH:12]=[CH:11][C:5]2[C:6](=[O:10])[CH2:7][CH2:8][O:9][C:4]=2[C:3]=1[CH2:13][CH2:14][CH3:15].C([O:18][C:19](=[O:44])[CH2:20][CH2:21][C:22](=[O:43])[C:23]1[CH:28]=[CH:27][C:26]([O:29][CH2:30][CH2:31][CH2:32][CH2:33][CH2:34]Br)=[C:25]([CH2:36][CH2:37][C:38]([O:40]CC)=[O:39])[CH:24]=1)C>C(O)C.C(OCC)(=O)C>[C:38]([CH2:37][CH2:36][C:25]1[CH:24]=[C:23]([C:22](=[O:43])[CH2:21][CH2:20][C:19]([OH:44])=[O:18])[CH:28]=[CH:27][C:26]=1[O:29][CH2:30][CH2:31][CH2:32][CH2:33][CH2:34][O:1][C:2]1[CH:12]=[CH:11][C:5]2[C:6](=[O:10])[CH2:7][CH2:8][O:9][C:4]=2[C:3]=1[CH2:13][CH2:14][CH3:15])([OH:40])=[O:39] |f:2.3|. Reported procedure: Starting with 0.156 g (0.76 mmol) of 2,3-dihydro-7-hydroxy-8-propyl-4H-1-benzopyran-4-one, and 0.357 g (0.76 mmol) of 4-[(5-bromopentyl)oxy]-3-(3-ethoxy-3-oxopropyl)-γ-oxobenzenebutanoic acid ethyl ester, the title compound (0.237 g; 63.8% overall yield) was obtained as a white solid, mp 181.5°-184° C. (recrystallized from ethanol-ethyl acetate), using the procedure of example 22. Reactants: CCCCNc1cc(CN)cc(S(N)(=O)=O)c1Oc1ccccc1, CC(=O)O, CC(=O)OC(C)=O. Product: CCCCNc1cc(CNC(C)=O)cc(S(N)(=O)=O)c1Oc1ccccc1. RXN SMILES: [CH2:1]([CH2:2][CH2:3][CH3:4])[NH:5][c:6]1[cH:7][c:8]([CH2:9][NH2:10])[cH:11][c:12]([S:21]([NH2:22])(=[O:23])=[O:24])[c:13]1[O:14][c:15]1[cH:16][cH:17][cH:18][cH:19][cH:20]1.[CH3:25][C:26]([OH:27])=[O:28].[CH3:29][C:30]([O:31][C:32](=[O:33])[CH3:34])=[O:35]>>[CH2:1]([CH2:2][CH2:3][CH3:4])[NH:5][c:6]1[cH:7][c:8]([CH2:9][NH:10][C:26]([CH3:25])=[O:27])[cH:11][c:12]([S:21]([NH2:22])(=[O:23])=[O:24])[c:13]1[O:14][c:15]1[cH:16][cH:17][cH:18][cH:19][cH:20]1. Starting materials: O=C([O-])O, O=S(=O)(Cl)c1cccc(Cl)c1, [Na+], [Na+], [Na+], O, O=S([O-])[O-]. Yields the product O=S([O-])c1cccc(Cl)c1, [Na+]. As a reaction SMILES: [C:7](=[O:8])([OH:9])[O-:10].[Cl:12][c:13]1[cH:14][c:15]([S:19](=[O:20])(=[O:21])[Cl:22])[cH:16][cH:17][cH:18]1.[Na+:11].[Na+:5].[Na+:6].[OH2:23].[S:1]([O-:2])([O-:3])=[O:4]>>[Cl:12][c:13]1[cH:14][c:15]([S:19](=[O:20])[O-:21])[cH:16][cH:17][cH:18]1.[Na+:5]. The reactants are CC(O)C(NC(=O)OCC1c2ccccc2-c2ccccc21)C(=O)O, CCOCC, COC(C)(C)C, CC(=O)O, CN1CCOCC1, CC(C)COC(=O)Cl, ClCCl, C=[N+]=[N-], [Na+], [OH-], O. Product: CC(O)C(NC(=O)OCC1c2ccccc2-c2ccccc21)C(=O)C=[N+]=[N-]. Reaction SMILES: [C:16](=[O:17])([O:18][CH2:19][CH:20]1[c:21]2[cH:22][cH:23][cH:24][cH:25][c:26]2-[c:27]2[cH:28][cH:29][cH:30][cH:31][c:32]21)[NH:33][CH:34]([CH:35]([OH:36])[CH3:37])[C:38](=[O:39])[OH:40].[CH3:49][CH2:50][O:51][CH2:52][CH3:53].[CH3:55][O:56][C:57]([CH3:58])([CH3:59])[CH3:60].[CH3:61][C:62](=[O:63])[OH:64].[CH3:9][N:10]1[CH2:11][CH2:12][O:13][CH2:14][CH2:15]1.[Cl:1][C:2]([O:3][CH2:4][CH:5]([CH3:6])[CH3:7])=[O:8].[Cl:46][CH2:47][Cl:48].[N+:41](=[N-:42])=[CH2:43].[Na+:45].[OH-:44].[OH2:54]>>[C:16](=[O:17])([O:18][CH2:19][CH:20]1[c:21]2[cH:22][cH:23][cH:24][cH:25][c:26]2-[c:27]2[cH:28][cH:29][cH:30][cH:31][c:32]21)[NH:33][CH:34]([CH:35]([OH:36])[CH3:37])[C:38](=[O:39])[CH:43]=[N+:41]=[N-:42]. Starting materials: anhydro, CC[C@@]1(C[C@@H]2C[C@@](C3=C(C=4C=CC=CC4N3)CCN(C2)C1)(C=5C=C6C(=CC5OC)N([C@@H]7[C@]68CCN9[C@H]8[C@@](C=CC9)([C@H]([C@@]7(C(=O)OC)O)OC(=O)C)CC)C=O)C(=O)OC)O.OS(=O)(=O)O (vincristine sulfate), [Cl-].[Na+] (sodium chloride), S(O)(O)(=O)=O (sulfuric acid), C([O-])([O-])=O.[Na+].[Na+] (sodium carbonate). Solvent: CO (methanol), O (water). The product is CC[C@@]1(C[C@@H]2C[C@@](C3=C(C=4C=CC=CC4N3)CCN(C2)C1)(C=5C=C6C(=CC5OC)N([C@@H]7[C@]68CCN9[C@H]8[C@@](C=CC9)([C@H]([C@@]7(C(=O)OC)O)OC(=O)C)CC)C=O)C(=O)OC)O (vincristine). Reaction SMILES: [CH3:1][CH2:2][C@@:3]1([OH:60])[CH2:21][N:19]2[CH2:20][C@@H:5]([CH2:6][C@:7]([C:56]([O:58][CH3:59])=[O:57])([C:22]3[CH:23]=[C:24]4[C@:32]56[C@@H:36]7[C@:37]([CH2:52][CH3:53])([C@@H:41]([O:48][C:49]([CH3:51])=[O:50])[C@:42]([OH:47])([C:43]([O:45][CH3:46])=[O:44])[C@@H:31]5[N:30]([CH:54]=[O:55])[C:25]4=[CH:26][C:27]=3[O:28][CH3:29])[CH:38]=[CH:39][CH2:40][N:35]7[CH2:34][CH2:33]6)[C:8]3[NH:16][C:15]4[CH:14]=[CH:13][CH:12]=[CH:11][C:10]=4[C:9]=3[CH2:17][CH2:18]2)[CH2:4]1.OS(O)(=O)=O.S(=O)(=O)(O)O.C(=O)([O-])[O-].[Na+].[Na+].[Cl-].[Na+]>O.CO>[CH3:1][CH2:2][C@@:3]1([OH:60])[CH2:21][N:19]2[CH2:20][C@@H:5]([CH2:6][C@:7]([C:56]([O:58][CH3:59])=[O:57])([C:22]3[CH:23]=[C:24]4[C@:32]56[C@@H:36]7[C@:37]([CH2:52][CH3:53])([C@@H:41]([O:48][C:49]([CH3:51])=[O:50])[C@:42]([OH:47])([C:43]([O:45][CH3:46])=[O:44])[C@@H:31]5[N:30]([CH:54]=[O:55])[C:25]4=[CH:26][C:27]=3[O:28][CH3:29])[CH:38]=[CH:39][CH2:40][N:35]7[CH2:34][CH2:33]6)[C:8]3[NH:16][C:15]4[CH:14]=[CH:13][CH:12]=[CH:11][C:10]=4[C:9]=3[CH2:17][CH2:18]2)[CH2:4]1 |f:0.1,3.4.5,6.7|. Procedure: 147.6 mg. of vincristine sulfate were slowly added to 877.1 mg. of cold 18 M sulfuric acid. After the addition had been completed, the reacton mixture was stirred (at ambient temperature) for one-half hour. 13 ml. of dry methanol were then added followed by 2.8193 g. of solid sodium carbonate. The resulting mixture was stirred for about 45 minutes. 40 ml. of saturated aqueous sodium chloride were then added, and the volume made up to 80 ml. with distilled water. The resulting aqueous solution wa... The reactants are CCCCBr, O=C([O-])[O-], CC#N, Cl, OC1(c2cccc(C(F)(F)F)c2F)CCNCC1, [K+], [K+]. The product is CCCCN1CCC(O)(c2cccc(C(F)(F)F)c2F)CC1. As a reaction SMILES: [Br:25][CH2:26][CH2:27][CH2:28][CH3:29].[C:19](=[O:20])([O-:21])[O-:22].[CH3:31][C:32]#[N:33].[ClH:30].[F:1][c:2]1[c:3]([C:12]2([OH:18])[CH2:13][CH2:14][NH:15][CH2:16][CH2:17]2)[cH:4][cH:5][cH:6][c:7]1[C:8]([F:9])([F:10])[F:11].[K+:23].[K+:24]>>[F:1][c:2]1[c:3]([C:12]2([OH:18])[CH2:13][CH2:14][N:15]([CH2:26][CH2:27][CH2:28][CH3:29])[CH2:16][CH2:17]2)[cH:4][cH:5][cH:6][c:7]1[C:8]([F:9])([F:10])[F:11]. Reactants: N1(CCOCC1)C(=O)N1CC(CC(C1)C1=CC=C(C=C1)C(F)(F)F)C(=O)O (1-(Morpholin-4-ylcarbonyl)-5-[4-(trifluoromethyl)phenyl]piperidine-3-carboxylic acid), ClC=1C=C(C=CC1)C(=O)NN (3-chlorobenzenecarbohydrazide). The product is ClC=1C=C(C=CC1)C1=NN=C(O1)C1CN(CC(C1)C1=CC=C(C=C1)C(F)(F)F)C(=O)N1CCOCC1 ({3-[5-(3-Chlorophenyl)-1,3,4-oxadiazol-2-yl]-5-[4-(trifluoromethyl)phenyl]piperidin-1-yl}-(morpholin-4-yl)methanone). As a reaction SMILES: [N:1]1([C:7]([N:9]2[CH2:14][CH:13]([C:15]3[CH:20]=[CH:19][C:18]([C:21]([F:24])([F:23])[F:22])=[CH:17][CH:16]=3)[CH2:12][CH:11]([C:25](O)=[O:26])[CH2:10]2)=[O:8])[CH2:6][CH2:5][O:4][CH2:3][CH2:2]1.[Cl:28][C:29]1[CH:30]=[C:31]([C:35]([NH:37][NH2:38])=O)[CH:32]=[CH:33][CH:34]=1>>[Cl:28][C:29]1[CH:30]=[C:31]([C:35]2[O:26][C:25]([CH:11]3[CH2:12][CH:13]([C:15]4[CH:16]=[CH:17][C:18]([C:21]([F:24])([F:23])[F:22])=[CH:19][CH:20]=4)[CH2:14][N:9]([C:7]([N:1]4[CH2:2][CH2:3][O:4][CH2:5][CH2:6]4)=[O:8])[CH2:10]3)=[N:38][N:37]=2)[CH:32]=[CH:33][CH:34]=1. Procedure: 200 mg (0.518 mmol) of the compound from Example 49A and 97 mg (0.569 mmol) of 3-chlorobenzenecarbohydrazide were reacted according to the General Method 4. Yield: 13 mg (11% of theory).